From a dataset of the Open Reaction Database (ORD), a public repository of structured organic reaction records. describe an organic reaction: reactants, conditions, products, and yield Reactants: NC1=CN=C2C(=NC(=NC2=N1)S(=O)(=O)CC1=C(C(=CC=C1)F)F)N[C@@H](CO)C ((2R)-2-[[7-amino-2-[[(2,3-difluorophenyl)methyl]sulphonyl]-4-pteridinyl]amino]-1-propanol), S1C(=CC=C1)S (2-thienylmercaptan), CC(C)([O-])C.[K+] (potassium t-butoxide). The solvent is CS(=O)C (DMSO), C1CCOC1 (THF). Conditions: time 1 hour. Yields the product NC1=CN=C2C(=NC(=NC2=N1)SCC=1SC=CC1)N[C@@H](CO)C ((2R)-2-[[7-amino-2-[(2-thienylmethyl)thio]-4-pteridinyl]amino]-1-propanol). Reaction SMILES: [NH2:1][C:2]1[N:11]=[C:10]2[C:5]([C:6]([NH:24][C@H:25]([CH3:28])[CH2:26][OH:27])=[N:7][C:8]([S:12]([CH2:15][C:16]3C=C[CH:19]=[C:18](F)[C:17]=3F)(=O)=O)=[N:9]2)=[N:4][CH:3]=1.[S:29]1C=CC=C1S.CC(C)([O-])C.[K+]>CS(C)=O.C1COCC1>[NH2:1][C:2]1[N:11]=[C:10]2[C:5]([C:6]([NH:24][C@H:25]([CH3:28])[CH2:26][OH:27])=[N:7][C:8]([S:12][CH2:15][C:16]3[S:29][CH:19]=[CH:18][CH:17]=3)=[N:9]2)=[N:4][CH:3]=1 |f:2.3|. Reported procedure: A solution of the product from Example 10, step (a) (0.18 g) and 2-thienylmercaptan (70 mg) in anhydrous DMSO (3 ml) was treated with potassium t-butoxide solution in THF (1.0 M, 0.44 ml) and stirred at room temperature for 1 hour. The solution was purified directly by preparative reversed phase HPLC on a Waters 19×50 mm Symmetry C8 silica column eluted with 0.1% aqueous ammonium acetate:acetonitrile (70:30) to give an off-white solid that was dried under reduced pressure at 40° (20 mg). Starting materials: IC1=CN(C=2N=CN=CC21)C(C)C (5-iodo-7-isopropyl-7H-pyrrolo[2,3-d]pyrimidine), C(C)(C)[Mg]Cl (isopropyl magnesium chloride), BrC=1C=NC=C(C(=O)N(C)OC)C1 (5-bromo-N-methoxy-N-methylnicotinamide). The solvent is C1CCOC1 (THF), C1CCOC1 (THF). Run at temperature 0 celsius, time 1 hour. Yields the product BrC=1C=C(C=NC1)C(=O)C1=CN(C=2N=CN=CC21)C(C)C ((5-Bromopyridin-3-yl)(7-isopropyl-7H-pyrrolo[2,3-d]pyrimidin-5-yl)methanone). The yield is 33.0%. Reaction SMILES: I[C:2]1[C:10]2[CH:9]=[N:8][CH:7]=[N:6][C:5]=2[N:4]([CH:11]([CH3:13])[CH3:12])[CH:3]=1.C([Mg]Cl)(C)C.[Br:19][C:20]1[CH:21]=[N:22][CH:23]=[C:24]([CH:31]=1)[C:25](N(OC)C)=[O:26]>C1COCC1>[Br:19][C:20]1[CH:31]=[C:24]([C:25]([C:2]2[C:10]3[CH:9]=[N:8][CH:7]=[N:6][C:5]=3[N:4]([CH:11]([CH3:13])[CH3:12])[CH:3]=2)=[O:26])[CH:23]=[N:22][CH:21]=1. Reported procedure: To a stirred solution of 5-iodo-7-isopropyl-7H-pyrrolo[2,3-d]pyrimidine (Preparation 93, 4.85 g, 16.9 mmol) in THF (90 mL) at 0° C., under nitrogen was added isopropyl magnesium chloride (9.28 mL, 18.6 mmol, 2.0 M in diethyl ether). The mixture was stirred at 0° C. for 1 hour then a solution of 5-bromo-N-methoxy-N-methylnicotinamide (Preparation 227, 4.55 g, 18.6 mmol) in THF (10 mL) was added dropwise at 0° C. The mixture was warmed to room temperature and stirred for 16 hours. The reaction mix... Reactants: Cl.CN1C(C2=CC(=CC=C2CC1)[N+](=O)[O-])CCC (2-methyl-7-nitro-1-propyl-1,2,3,4-tetrahydroisoquinoline hydrochloride), Pd--C. Run in C(C)O (ethanol). Reaction conditions: time 3 hour. Product: Cl.CN1C(C2=CC(=CC=C2CC1)N)CCC (2-Methyl-1-propyl-1,2,3,4-tetrahydroisoquinolin-7-amine Hydrochloride). Isolated yield 90.0%. As a reaction SMILES: [ClH:1].[CH3:2][N:3]1[CH2:12][CH2:11][C:10]2[C:5](=[CH:6][C:7]([N+:13]([O-])=O)=[CH:8][CH:9]=2)[CH:4]1[CH2:16][CH2:17][CH3:18]>C(O)C>[ClH:1].[CH3:2][N:3]1[CH2:12][CH2:11][C:10]2[C:5](=[CH:6][C:7]([NH2:13])=[CH:8][CH:9]=2)[CH:4]1[CH2:16][CH2:17][CH3:18] |f:0.1,3.4|. Procedure details: To a suspension of 2-methyl-7-nitro-1-propyl-1,2,3,4-tetrahydroisoquinoline hydrochloride (1.30 g, 4.80 mmol) in ethanol (100 ml) was added 10% Pd--C (0.2 g) and the reaction mixture was hydrogenated at 50 psi for 3 h. The solution was filtered and the filtrate was concentrated in vacuo. The residue was dissolved in isopropanol (30 ml) and allowed to stand overnight to give the title compound (1.04 g, 90%) as a tan solid, m.p. 217-9° C. (dec.). Starting materials: BrCC=Cc1ccccc1, O=C1C(=O)c2ccccc2C2=C1SCC1(CCNCC1)O2. Yields the product O=C1C(=O)c2ccccc2C2=C1SCC1(CCN(CC=Cc3ccccc3)CC1)O2. RXN SMILES: [Br:22][CH2:23][CH:24]=[CH:25][c:26]1[cH:27][cH:28][cH:29][cH:30][cH:31]1.[NH:1]1[CH2:2][CH2:3][C:4]2([CH2:5][S:6][C:7]3=[C:8]([O:9]2)[c:10]2[cH:11][cH:12][cH:13][cH:14][c:15]2[C:16](=[O:19])[C:17]3=[O:18])[CH2:20][CH2:21]1>>[N:1]1([CH2:23][CH:24]=[CH:25][c:26]2[cH:27][cH:28][cH:29][cH:30][cH:31]2)[CH2:2][CH2:3][C:4]2([CH2:5][S:6][C:7]3=[C:8]([O:9]2)[c:10]2[cH:11][cH:12][cH:13][cH:14][c:15]2[C:16](=[O:19])[C:17]3=[O:18])[CH2:20][CH2:21]1. Reactants: ClC(=O)OCC (ethyl chloroformate), C(Cl)(Cl)Cl (chloroform), Cl.Cl.NC1=CC=C(CN(CC)CC)C=C1 (N-(4-aminobenzyl)-N,N-diethylamine dihydrochloride), C(O)([O-])=O.[Na+] (sodium hydrogencarbonate). Solvent: C(C)N(CC)CC (triethylamine). Reaction conditions: temperature 0 celsius, time 1.5 hour. Product: C(C)N(CC)CC1=CC=C(C=C1)NC(OCC)=O (ethyl N-{4-[(diethylamino)methyl]phenyl}carbamate). As a reaction SMILES: Cl[C:2]([O:4][CH2:5][CH3:6])=[O:3].C(Cl)(Cl)Cl.Cl.Cl.[NH2:13][C:14]1[CH:25]=[CH:24][C:17]([CH2:18][N:19]([CH2:22][CH3:23])[CH2:20][CH3:21])=[CH:16][CH:15]=1.C(=O)([O-])O.[Na+]>C(N(CC)CC)C>[CH2:20]([N:19]([CH2:18][C:17]1[CH:16]=[CH:15][C:14]([NH:13][C:2](=[O:3])[O:4][CH2:5][CH3:6])=[CH:25][CH:24]=1)[CH2:22][CH3:23])[CH3:21] |f:2.3.4,5.6|. Procedure details: At 0° C., ethyl chloroformate (455 μL) was added to a chloroform solution (13 mL) of N-(4-aminobenzyl)-N,N-diethylamine dihydrochloride (1.0 g) obtained in Reference Example 2-1-(2) and triethylamine (2.2 mL), and stirred at 0° C. for 1.5 hours and then at room temperature for 2 hours. Aqueous sodium hydrogencarbonate solution was added to the reaction liquid to stop the reaction, and this was extracted with chloroform. The organic layer was washed with water and saturated saline water, and then... The reactants are ClCCl, OCc1ccc(CN2CCCC2)cc1, O=S(Cl)Cl. Product: ClCc1ccc(CN2CCCC2)cc1. As a reaction SMILES: [Cl:19][CH2:20][Cl:21].[N:1]1([CH2:6][c:7]2[cH:8][cH:9][c:10]([CH2:13][OH:14])[cH:11][cH:12]2)[CH2:2][CH2:3][CH2:4][CH2:5]1.[S:15]([Cl:16])([Cl:17])=[O:18]>>[N:1]1([CH2:6][c:7]2[cH:8][cH:9][c:10]([CH2:13][Cl:17])[cH:11][cH:12]2)[CH2:2][CH2:3][CH2:4][CH2:5]1.